From a dataset of the Open Reaction Database (ORD), a public repository of structured organic reaction records. describe an organic reaction: reactants, conditions, products, and yield Reactants: C(C)(C)(C)N1C(=O)C2=[N+](C=C(C=C2C1=O)[N+](=O)[O-])[O-] (N-tert-butyl-5-nitropyridine-2,3-dicarboximide-1-oxide), P(=O)(Cl)(Cl)Cl (phosphoryl chloride). The product is C(C)(C)(C)N1C(=O)C2=NC(=C(C=C2C1=O)[N+](=O)[O-])Cl (N-tert-Butyl-6-chloro-5-nitropyridine-2,3-dicarboximide). Reaction SMILES: [C:1]([N:5]1[C:14](=[O:15])[C:13]2[C:8](=[N+:9]([O-])[CH:10]=[C:11]([N+:16]([O-:18])=[O:17])[CH:12]=2)[C:6]1=[O:7])([CH3:4])([CH3:3])[CH3:2].P(Cl)(Cl)([Cl:22])=O>>[C:1]([N:5]1[C:14](=[O:15])[C:13]2[C:8](=[N:9][C:10]([Cl:22])=[C:11]([N+:16]([O-:18])=[O:17])[CH:12]=2)[C:6]1=[O:7])([CH3:4])([CH3:3])[CH3:2]. Reported procedure: 100 ml of phosphoryl chloride were treated with 7.5 g (0.028 mol) of N-tert-butyl-5-nitropyridine-2,3-dicarboximide-1-oxide at 60° C. and in portions in the course of 2 minutes with stirring and the mixture was stirred under reflux for 2 hours. The reaction mixture was concentrated under reduced pressure, the residue was taken up in methylene chloride and the solution was stirred into ice-water. The organic phase was extracted in succession with water, saturated sodium hydrogencarbonate and sodi... Starting materials: C1CCOC1, [Li]CCCC, Cc1cccc(-n2c(C)ccc2C)n1, CI. Yields the product CCc1cccc(-n2c(C)ccc2C)n1. RXN SMILES: [CH2:22]1[O:23][CH2:24][CH2:25][CH2:26]1.[CH3:15][CH2:16][CH2:17][CH2:18][Li:19].[CH3:1][c:2]1[n:3](-[c:8]2[n:9][c:10]([CH3:14])[cH:11][cH:12][cH:13]2)[c:4]([CH3:7])[cH:5][cH:6]1.[CH3:20][I:21]>>[CH3:1][c:2]1[n:3](-[c:8]2[n:9][c:10]([CH2:14][CH3:15])[cH:11][cH:12][cH:13]2)[c:4]([CH3:7])[cH:5][cH:6]1. Starting materials: BrCC1=CC2=C(N=N1)OC1=C(O2)C=CC=C1 (3-(bromomethyl)[1,4]benzodioxino[2,3-c]pyridazine), [I-].[K+] (potassium iodide), C([O-])([O-])=O.[K+].[K+] (potassium carbonate), C1=C(C=CC2=CC=CC=C12)O (2-naphthylalcohol). Solvent: O (Water), CN(C=O)C (dimethylformamide). Conditions: time 24 hour. The product is C1=C(C=CC2=CC=CC=C12)OCC1=CC2=C(N=N1)OC1=C(O2)C=CC=C1 (3-[(2-naphthyloxy)methyl][1,4]benzodioxino[2,3-c]pyridazine). Yield: 65.2%. As a reaction SMILES: Br[CH2:2][C:3]1[N:8]=[N:7][C:6]2[O:9][C:10]3[CH:16]=[CH:15][CH:14]=[CH:13][C:11]=3[O:12][C:5]=2[CH:4]=1.[I-].[K+].C(=O)([O-])[O-].[K+].[K+].[CH:25]1[C:34]2[C:29](=[CH:30][CH:31]=[CH:32][CH:33]=2)[CH:28]=[CH:27][C:26]=1[OH:35]>O.CN(C)C=O>[CH:25]1[C:34]2[C:29](=[CH:30][CH:31]=[CH:32][CH:33]=2)[CH:28]=[CH:27][C:26]=1[O:35][CH2:2][C:3]1[N:8]=[N:7][C:6]2[O:9][C:10]3[CH:16]=[CH:15][CH:14]=[CH:13][C:11]=3[O:12][C:5]=2[CH:4]=1 |f:1.2,3.4.5|. Procedure: To 3-(bromomethyl)[1,4]benzodioxino[2,3-c]pyridazine (500 mg) were added dimethylformamide (10 ml), potassium iodide (30 mg), potassium carbonate (750 mg) and 2-naphthylalcohol (290 mg), and the mixture was stirred at room temperature for 24 hr. Water was added and the mixture was extracted with ethyl acetate. The organic layer was washed with 1M aqueous sodium hydroxide solution and saturated brine, and dried over anhydrous sodium sulfate. The solvent was concentrated under reduced pressure, an... Starting materials: CO, CCOC(=O)c1cnc(-c2ccc(NC(=O)c3nc(Cl)c(CC)[nH]3)cc2)s1, ClCCl, [Li+], [OH-]. The product is CCc1[nH]c(C(=O)Nc2ccc(-c3ncc(C(=O)O)s3)cc2)nc1Cl. Reaction SMILES: [CH3:30][OH:31].[Cl:1][c:2]1[n:3][c:4]([C:9](=[O:10])[NH:11][c:12]2[cH:13][cH:14][c:15](-[c:18]3[s:19][c:20]([C:23](=[O:24])[O:25][CH2:26][CH3:27])[cH:21][n:22]3)[cH:16][cH:17]2)[nH:5][c:6]1[CH2:7][CH3:8].[Cl:32][CH2:33][Cl:34].[Li+:28].[OH-:29]>>[Cl:1][c:2]1[n:3][c:4]([C:9](=[O:10])[NH:11][c:12]2[cH:13][cH:14][c:15](-[c:18]3[s:19][c:20]([C:23](=[O:24])[OH:25])[cH:21][n:22]3)[cH:16][cH:17]2)[nH:5][c:6]1[CH2:7][CH3:8]. Reactants: C=1(C(=CC=CC1)N=C=O)C1=CC=CC=C1 (2-Biphenylyl isocyanate), OCCC1=C2CC(NC2=CC=C1)=O (4-(2-hydroxy-ethyl)-1,3-dihydro-indol-2-one). Reagents/catalysts: N1=CC=CC=C1 (pyridine). The solvent is O1CCCC1 (tetrahydrofuran), CN(C=O)C (dimethylforamide). Reaction conditions: temperature 80 celsius. The product is O=C1NC2=CC=CC(=C2C1)CCOC(NC1=C(C=CC=C1)C1=CC=CC=C1)=O (biphenyl-2-yl-carbamic acid 2-(2-oxo-2,3-dihydro-1H-indol-4-yl)-ethyl ester). Yield: 79.7%. RXN SMILES: [C:1]1([C:10]2[CH:15]=[CH:14][CH:13]=[CH:12][CH:11]=2)[C:2]([N:7]=[C:8]=[O:9])=[CH:3][CH:4]=[CH:5][CH:6]=1.[OH:16][CH2:17][CH2:18][C:19]1[CH:27]=[CH:26][CH:25]=[C:24]2[C:20]=1[CH2:21][C:22](=[O:28])[NH:23]2>O1CCCC1.CN(C)C=O.N1C=CC=CC=1>[O:28]=[C:22]1[CH2:21][C:20]2[C:24](=[CH:25][CH:26]=[CH:27][C:19]=2[CH2:18][CH2:17][O:16][C:8](=[O:9])[NH:7][C:2]2[CH:3]=[CH:4][CH:5]=[CH:6][C:1]=2[C:10]2[CH:11]=[CH:12][CH:13]=[CH:14][CH:15]=2)[NH:23]1. Procedure details: 2-Biphenylyl isocyanate (1.15 mL, 6.7 mmol) was added dropwise to a stirred mixture of 4-(2-hydroxy-ethyl)-1,3-dihydro-indol-2-one (709 mg, 4 mmol) in tetrahydrofuran (8 mL), dimethylforamide (2 mL) and pyridine (3 drops) under nitrogen atmosphere. The mixture was heated at 80° C. for 15 hours. The reaction was cooled, quenched with 1 N sodium hydroxide solution (100 mL) and extracted with ethyl acetate (200 mL). The organic layer was washed with brine, dried over anhydrous sodium sulfate and co... The reactants are O=C([O-])O, CCc1cc(C(=O)N2CCOC3(CCN(Cc4cccc(CCO)c4)CC3)C2)cs1, CCOC(C)=O, ClCCl, [Na+], [Na+], [Na+], O=C(O)C(F)(F)F, O=S([O-])([O-])=S. Yields the product CCc1cc(C(=O)N2CCOC3(CCN(Cc4cccc(CC=O)c4)CC3)C2)cs1. Reaction SMILES: [C:45](=[O:46])([OH:47])[O-:48].[CH2:1]([CH3:2])[c:3]1[cH:4][c:5]([C:8](=[O:9])[N:10]2[CH2:11][CH2:12][O:13][C:14]3([CH2:15]2)[CH2:16][CH2:17][N:18]([CH2:21][c:22]2[cH:23][c:24]([CH2:28][CH2:29][OH:30])[cH:25][cH:26][cH:27]2)[CH2:19][CH2:20]3)[cH:6][s:7]1.[CH3:53][CH2:54][O:55][C:56](=[O:57])[CH3:58].[Cl:50][CH2:51][Cl:52].[Na+:43].[Na+:44].[Na+:49].[OH:31][C:32]([C:33]([F:34])([F:35])[F:36])=[O:37].[S:38]([O-:39])([O-:40])(=[O:41])=[S:42]>>[CH2:1]([CH3:2])[c:3]1[cH:4][c:5]([C:8](=[O:9])[N:10]2[CH2:11][CH2:12][O:13][C:14]3([CH2:15]2)[CH2:16][CH2:17][N:18]([CH2:21][c:22]2[cH:23][c:24]([CH2:28][CH:29]=[O:30])[cH:25][cH:26][cH:27]2)[CH2:19][CH2:20]3)[cH:6][s:7]1. Yield: 60.8%. The reactants are C(C)C=1C(NC(NC1C(C1=CC(=CC(=C1)C)C)=O)=O)=O (5-Ethyl-6-(3,5-dimethylbenzoyl)-2,4-pyrimidinedione), C(C=C)Br (allyl bromide). RXN SMILES: [CH2:1]([C:3]1[C:4](=[O:20])[NH:5][C:6](=[O:19])[NH:7][C:8]=1[C:9](=[O:18])[C:10]1[CH:15]=[C:14]([CH3:16])[CH:13]=[C:12]([CH3:17])[CH:11]=1)[CH3:2].[CH2:21](Br)[CH:22]=[CH2:23]>>[CH2:23]([N:7]1[C:8]([C:9](=[O:18])[C:10]2[CH:11]=[C:12]([CH3:17])[CH:13]=[C:14]([CH3:16])[CH:15]=2)=[C:3]([CH2:1][CH3:2])[C:4](=[O:20])[NH:5][C:6]1=[O:19])[CH:22]=[CH2:21]. Procedure: 5-Ethyl-6-(3,5-dimethylbenzoyl)-2,4-pyrimidinedione and allyl bromide were reacted by the same way with the example 45-1 to obtain the titled compound (190 mg, yield: 60.8%). The product is C(C=C)N1C(NC(C(=C1C(C1=CC(=CC(=C1)C)C)=O)CC)=O)=O (1-Allyl-5-ethyl-6-(3,5-dimethylbenzoyl)-2,4-pyrimidinedione). Reported procedure: Prepared in analogy to example 26 from 6-amino-1-cyclopropyl-3,3-dimethyl-1,3-dihydro-indol-2-one (example 14c) and 5-fluoro-2-methyl-isonicotinic acid (prepared according to U. Abel et al., WO200645514). The title compound was obtained as light yellow solid. Reactants: NC1=CC=C2C(C(N(C2=C1)C1CC1)=O)(C)C (6-amino-1-cyclopropyl-3,3-dimethyl-1,3-dihydro-indol-2-one), FC1=CN=C(C=C1C(=O)O)C (5-fluoro-2-methyl-isonicotinic acid). Product: C1(CC1)N1C(C(C2=CC=C(C=C12)NC(C1=CC(=NC=C1F)C)=O)(C)C)=O (N-(1-Cyclopropyl-3,3-dimethyl-2-oxoindolin-6-yl)-5-fluoro-2-methylisonicotinamide). RXN SMILES: [NH2:1][C:2]1[CH:10]=[C:9]2[C:5]([C:6]([CH3:16])([CH3:15])[C:7](=[O:14])[N:8]2[CH:11]2[CH2:13][CH2:12]2)=[CH:4][CH:3]=1.[F:17][C:18]1[C:23]([C:24](O)=[O:25])=[CH:22][C:21]([CH3:27])=[N:20][CH:19]=1>>[CH:11]1([N:8]2[C:9]3[C:5](=[CH:4][CH:3]=[C:2]([NH:1][C:24](=[O:25])[C:23]4[C:18]([F:17])=[CH:19][N:20]=[C:21]([CH3:27])[CH:22]=4)[CH:10]=3)[C:6]([CH3:16])([CH3:15])[C:7]2=[O:14])[CH2:12][CH2:13]1.